Dataset: the Open Reaction Database (ORD), a public repository of structured organic reaction records. Task: describe an organic reaction: reactants, conditions, products, and yield The reactants are [OH-].[Na+] (sodium hydroxide), BrC1=CC=CC(=N1)C=O (6-bromopyridine-2-aldehyde), C(#N)[BH3-].[Na+] (sodium cyanoborohydride), C(CC)N(C1=CC=C(C=C1)NC(C1=CC=C(C=C1)CNCC=1NC=CN1)=O)CCC (N-(4-dipropylamino-phenyl)-4-{[(1H-imidazol-2-ylmethyl)amino]methyl}-benzamide). The solvent is CO (methanol), C(C)(=O)O (acetic acid). Run at time 14 hour. Yields the product C(CC)N(CCC)CC1=CC=C(C=C1)NC(C1=CC=C(C=C1)CN(CC1=NC(=CC=C1)Br)CC=1NC=CN1)=O (N-(4-dipropylaminomethylphenyl)-4-{[(1H-imidazol-2-ylmethyl)-(6-bromopyridin-2-ylmethyl)-amino]-methyl}-benzamide). Reaction SMILES: C(N(CCC)[C:5]1[CH:10]=[CH:9][C:8]([NH:11][C:12](=[O:27])[C:13]2[CH:18]=[CH:17][C:16]([CH2:19][NH:20][CH2:21][C:22]3[NH:23][CH:24]=[CH:25][N:26]=3)=[CH:15][CH:14]=2)=[CH:7][CH:6]=1)CC.[Br:31][C:32]1[N:37]=[C:36]([CH:38]=O)[CH:35]=[CH:34][CH:33]=1.[C:40]([BH3-])#[N:41].[Na+].[OH-].[Na+]>CO.C(O)(=O)C>[CH2:6]([N:41]([CH2:40][C:5]1[CH:10]=[CH:9][C:8]([NH:11][C:12](=[O:27])[C:13]2[CH:18]=[CH:17][C:16]([CH2:19][N:20]([CH2:21][C:22]3[NH:23][CH:24]=[CH:25][N:26]=3)[CH2:38][C:36]3[CH:35]=[CH:34][CH:33]=[C:32]([Br:31])[N:37]=3)=[CH:15][CH:14]=2)=[CH:7][CH:6]=1)[CH2:7][CH2:8][CH3:9])[CH2:5][CH3:10] |f:2.3,4.5|. Procedure: The compound (104.9 mg) obtained in Example 47-3 was dissolved in methanol (3.2 ml) and then added with 6-bromopyridine-2-aldehyde (55.8 mg) and sodium cyanoborohydride (31.4 mg). Then, the solution was adjusted to pH 5 with acetic acid and then stirred at room temperature for 14 hours. After completion of the reaction, a 1 mol/l sodium hydroxide aqueous solution was added to the reaction solution, followed by separation/extraction with chloroform. The organic layer was dried with anhydrous sodi... Reactants: C(C)(C)(C)OC(=O)N1C(OC[C@@H]1CC(COS(=O)(=O)C)(C)C)(C)C (4(S)-(3-methanesulfonyloxy-2,2-dimethyl-propyl)-2,2-dimethyl-oxazolidine-3-carboxylic acid tert-butyl ester), [C-]#N.[Na+] (sodium cyanide). Solvent: CS(=O)C (dimethylsulfoxide), O (water), C(C)(=O)OCC (ethyl acetate). Conditions: temperature 135 celsius. Yields the product C(C)(C)(C)OC(=O)N1C(OC[C@@H]1CC(CC#N)(C)C)(C)C (4(S)-(3-Cyano-2,2-dimethyl-propyl)-2,2-dimethyl-oxazolidine-3-carboxylic acid tert-butyl ester), SiO2. As a reaction SMILES: [C:1]([O:5][C:6]([N:8]1[C@@H:12]([CH2:13][C:14]([CH3:22])([CH3:21])[CH2:15]OS(C)(=O)=O)[CH2:11][O:10][C:9]1([CH3:24])[CH3:23])=[O:7])([CH3:4])([CH3:3])[CH3:2].[C-:25]#[N:26].[Na+]>CS(C)=O.O.C(OCC)(=O)C>[C:1]([O:5][C:6]([N:8]1[C@@H:12]([CH2:13][C:14]([CH3:22])([CH3:21])[CH2:15][C:25]#[N:26])[CH2:11][O:10][C:9]1([CH3:24])[CH3:23])=[O:7])([CH3:4])([CH3:3])[CH3:2] |f:1.2|. Procedure details: A mixture of 2.04 g of 4(S)-(3-methanesulfonyloxy-2,2-dimethyl-propyl)-2,2-dimethyl-oxazolidine-3-carboxylic acid tert-butyl ester and 2.17 g of sodium cyanide in 12 ml of dimethylsulfoxide is heated to 135° C. for 15 hours. The mixture is cooled to room temperature and diluted with water and ethyl acetate. The layers are separated and the aqueous layer is extracted with ethyl acetate. The combined organic layers are dried over sodium sulphate, filtered and concentrated. The title compound is ob... Reactants: C(C)N1CCN(CC1)C1=NC(=CC2=C1C=CS2)C2=CC=C(C=C2)OCC(C)O[Si](C2=CC=CC=C2)(C2=CC=CC=C2)C(C)(C)C (4-(4-Ethylpiperazin-1-yl)-6-[4-(2-t-butyldiphenylsilyloxypropoxy)phenyl]thieno[3,2-c]pyridine), [F-].C(CCC)[N+](CCCC)(CCCC)CCCC.C1CCOC1 (tetrabutylammonium fluoride THF). Solvent: C1CCOC1 (THF). The product is C(C)N1CCN(CC1)C1=NC(=CC2=C1C=CS2)C2=CC=C(C=C2)OCC(C)O (4-(4-Ethylpiperazin-1-yl)-6-[4-(2-hydroxypropoxy)phenyl]thieno[3,2-c]pyridin). Yield: 78.0%. As a reaction SMILES: [CH2:1]([N:3]1[CH2:8][CH2:7][N:6]([C:9]2[C:14]3[CH:15]=[CH:16][S:17][C:13]=3[CH:12]=[C:11]([C:18]3[CH:23]=[CH:22][C:21]([O:24][CH2:25][CH:26]([O:28][Si](C(C)(C)C)(C4C=CC=CC=4)C4C=CC=CC=4)[CH3:27])=[CH:20][CH:19]=3)[N:10]=2)[CH2:5][CH2:4]1)[CH3:2].[F-].C([N+](CCCC)(CCCC)CCCC)CCC.C1COCC1>C1COCC1>[CH2:1]([N:3]1[CH2:8][CH2:7][N:6]([C:9]2[C:14]3[CH:15]=[CH:16][S:17][C:13]=3[CH:12]=[C:11]([C:18]3[CH:23]=[CH:22][C:21]([O:24][CH2:25][CH:26]([OH:28])[CH3:27])=[CH:20][CH:19]=3)[N:10]=2)[CH2:5][CH2:4]1)[CH3:2] |f:1.2.3|. Procedure details: 4-(4-Ethylpiperazin-1-yl)-6-[4-(2-t-butyldiphenylsilyloxypropoxy)phenyl]thieno[3,2-c]pyridine of 3.38 g (5.31 mmol) was dissolved in THF of 20 ml and stirred at room temperature. To the mixture was added 1.0M tetrabutylammonium fluoride/THF solution of 10.6 ml (2.0 equivalents), and the mixture was stirred for 8 hr. The solvent was evaporated, and to the resulting residue was added water, and the mixture was extracted with ethyl acetate. The organic layer was washed sequentially with water (thre... The reactants are CC(=O)OC(C)=O, NCCc1ccc(C(F)(F)F)cc1. Product: CC(=O)NCCc1ccc(C(F)(F)F)cc1. Reaction SMILES: [CH3:14][C:15](=[O:16])[O:17][C:18](=[O:19])[CH3:20].[F:1][C:2]([c:3]1[cH:4][cH:5][c:6]([CH2:9][CH2:10][NH2:11])[cH:7][cH:8]1)([F:12])[F:13]>>[F:1][C:2]([c:3]1[cH:4][cH:5][c:6]([CH2:9][CH2:10][NH:11][C:15]([CH3:14])=[O:16])[cH:7][cH:8]1)([F:12])[F:13]. The reactants are ClC1=CC(=C(C#N)C=C1)OC1=CC(=C(C=C1)C=O)OC (4-Chloro-2-(4-formyl-3-methoxy-phenoxy)-benzonitrile), CN (methylamine), C(#N)[BH3-].[Na+] (sodium cyanoborohydride), C(\C=C\C(=O)O)(=O)O (Fumaric acid). Run in C(C)(=O)O.CO (acetic acid methanol), C(C)(=O)OCC (ethyl acetate). The product is C(\C=C\C(=O)O)(=O)O.ClC1=CC(=C(C#N)C=C1)OC1=C(C=C(C=C1)CNC)OC (4-chloro-2-(2-methoxy-4-methylaminomethyl-phenoxy)-benzonitrile fumarate). Isolated yield 109.8%. RXN SMILES: [Cl:1][C:2]1[CH:9]=[CH:8][C:5]([C:6]#[N:7])=[C:4]([O:10][C:11]2[CH:16]=[CH:15][C:14]([CH:17]=O)=[C:13](OC)[CH:12]=2)[CH:3]=1.CN.[C:23]([BH3-])#[N:24].[Na+].[C:27]([OH:34])(=[O:33])/[CH:28]=[CH:29]/[C:30]([OH:32])=[O:31]>C(OCC)(=O)C.C(O)(=O)C.CO>[C:27]([OH:34])(=[O:33])/[CH:28]=[CH:29]/[C:30]([OH:32])=[O:31].[Cl:1][C:2]1[CH:9]=[CH:8][C:5]([C:6]#[N:7])=[C:4]([O:10][C:11]2[CH:12]=[CH:13][C:14]([CH2:17][NH:24][CH3:23])=[CH:15][C:16]=2[O:31][CH3:30])[CH:3]=1 |f:2.3,6.7,8.9|. Reported procedure: 4-Chloro-2-(4-formyl-3-methoxy-phenoxy)-benzonitrile (0.93 g, 3.2 mmol), methylamine (2M in methanol, 4.8 ml, 9.6 mmol) and sodium cyanoborohydride (0.22 g, 3.6 mmol) were stirred at ambient temperature in a 1% acetic acid/methanol solution (125 ml) for 20 h. The solvent was removed in vacuo. The residue was treated with 10% aqueous sodium carbonate and extracted with ethyl acetate. Fumaric acid (0.40 g, 3.4 mmol) was added to the separated ethyl acetate layer and the solvent removed in vacuo. T... Reactants: F[B-](F)(F)F, CC(C)N(CC(C(=O)O)c1ccc(Cl)cc1)C(=O)OC(C)(C)C, COc1n[nH]c2ncc(-c3ccccc3)c(N3CCNCC3)c12, CCN(C(C)C)C(C)C, ClCCl, Cl, Cl, CN(C)C(On1nnc2ccccc21)=[N+](C)C. Product: COc1n[nH]c2ncc(-c3ccccc3)c(N3CCN(C(=O)C(CN(C(=O)OC(C)(C)C)C(C)C)c4ccc(Cl)cc4)CC3)c12. As a reaction SMILES: [B-:35]([F:36])([F:37])([F:38])[F:39].[C:57]([CH3:58])([CH3:59])([CH3:60])[O:61][C:62](=[O:63])[N:64]([CH2:65][CH:66]([C:67](=[O:68])[OH:69])[c:70]1[cH:71][cH:72][c:73]([Cl:76])[cH:74][cH:75]1)[CH:77]([CH3:78])[CH3:79].[CH3:12][O:13][c:14]1[n:15][nH:16][c:17]2[n:18][cH:19][c:20](-[c:29]3[cH:30][cH:31][cH:32][cH:33][cH:34]3)[c:21]([N:23]3[CH2:24][CH2:25][NH:26][CH2:27][CH2:28]3)[c:22]12.[CH:1]([N:2]([CH2:3][CH3:4])[CH:5]([CH3:6])[CH3:7])([CH3:8])[CH3:9].[Cl:80][CH2:81][Cl:82].[ClH:10].[ClH:11].[n:40]1([O:41][C:42]([N:43]([CH3:44])[CH3:45])=[N+:46]([CH3:47])[CH3:48])[c:49]2[cH:50][cH:51][cH:52][cH:53][c:54]2[n:55][n:56]1>>[CH3:12][O:13][c:14]1[n:15][nH:16][c:17]2[n:18][cH:19][c:20](-[c:29]3[cH:30][cH:31][cH:32][cH:33][cH:34]3)[c:21]([N:23]3[CH2:24][CH2:25][N:26]([C:67]([CH:66]([CH2:65][N:64]([C:62]([O:61][C:57]([CH3:58])([CH3:59])[CH3:60])=[O:63])[CH:77]([CH3:78])[CH3:79])[c:70]4[cH:71][cH:72][c:73]([Cl:76])[cH:74][cH:75]4)=[O:68])[CH2:27][CH2:28]3)[c:22]12. Reactants: O=S(=O)(Cl)c1ccc(Br)s1, C1CNC1, ClCCl. The product is O=S(=O)(c1ccc(Br)s1)N1CCC1. As a reaction SMILES: [Br:5][c:6]1[cH:7][cH:8][c:9]([S:11](=[O:12])(=[O:13])[Cl:14])[s:10]1.[CH2:1]1[CH2:2][NH:3][CH2:4]1.[Cl:15][CH2:16][Cl:17]>>[CH2:1]1[CH2:2][N:3]([S:11]([c:9]2[cH:8][cH:7][c:6]([Br:5])[s:10]2)(=[O:12])=[O:13])[CH2:4]1. Reactants: COC(=O)C=1N(C2=CC=C(C=C2C1C(=O)OC)O)C1=CC=C(C=C1)OC(C)C (5-Hydroxy-1-(4-isopropoxyphenyl)-indole-2,3-dicarboxylic acid dimethyl ester), C(C)(C)(C)C1=CC=C(C=C1)B(O)O (4-tert-butylphenylboronic acid). The product is COC(=O)C=1N(C2=CC=C(C=C2C1C(=O)OC)OC1=CC=C(C=C1)C(C)(C)C)C1=CC=C(C=C1)OC(C)C (5-(4-tert-Butylphenoxy)-1-(4-isopropoxyphenyl)indole-2,3-dicarboxylic acid dimethyl ester). Reaction SMILES: [CH3:1][O:2][C:3]([C:5]1[N:6]([C:19]2[CH:24]=[CH:23][C:22]([O:25][CH:26]([CH3:28])[CH3:27])=[CH:21][CH:20]=2)[C:7]2[C:12]([C:13]=1[C:14]([O:16][CH3:17])=[O:15])=[CH:11][C:10]([OH:18])=[CH:9][CH:8]=2)=[O:4].[C:29]([C:33]1[CH:38]=[CH:37][C:36](B(O)O)=[CH:35][CH:34]=1)([CH3:32])([CH3:31])[CH3:30]>>[CH3:1][O:2][C:3]([C:5]1[N:6]([C:19]2[CH:20]=[CH:21][C:22]([O:25][CH:26]([CH3:28])[CH3:27])=[CH:23][CH:24]=2)[C:7]2[C:12]([C:13]=1[C:14]([O:16][CH3:17])=[O:15])=[CH:11][C:10]([O:18][C:36]1[CH:37]=[CH:38][C:33]([C:29]([CH3:32])([CH3:31])[CH3:30])=[CH:34][CH:35]=1)=[CH:9][CH:8]=2)=[O:4]. Reported procedure: The sub-title compound was prepared in accordance with step (c) Example 1 from 5-hydroxy-1-(4-isopropoxyphenyl)indole-2,3-dicarboxylic acid dimethyl ester (250 mg, 0.65 mmol, see step (a) Example 19) and 4-tert-butylphenylboronic acid (175 mg, 0.98 mmol). Yield 240 mg (72%).